describe an organic reaction: reactants, conditions, products, and yield From a dataset of the Open Reaction Database (ORD), a public repository of structured organic reaction records. Reactants: NC(=O)CBr, CCc1nc2ccccc2n1-c1nc(N2CCOCC2)c2nc(C3CCNCC3)n(C)c2n1, CC#N, CCOC(C)=O, Cl, [I-], [K+], [K+], [Na+], O=C([O-])[O-]. Yields the product CCc1nc2ccccc2n1-c1nc(N2CCOCC2)c2nc(C3CCN(CC(N)=O)CC3)n(C)c2n1. As a reaction SMILES: [Br:35][CH2:36][C:37](=[O:38])[NH2:39].[CH2:2]([CH3:3])[c:4]1[n:5][c:6]2[c:7]([n:8]1-[c:9]1[n:10][c:11]([N:25]3[CH2:26][CH2:27][O:28][CH2:29][CH2:30]3)[c:12]3[n:13][c:14]([CH:19]4[CH2:20][CH2:21][NH:22][CH2:23][CH2:24]4)[n:15]([CH3:18])[c:16]3[n:17]1)[cH:31][cH:32][cH:33][cH:34]2.[CH3:48][C:49]#[N:50].[CH3:51][CH2:52][O:53][C:54]([CH3:55])=[O:56].[ClH:1].[I-:41].[K+:42].[K+:43].[Na+:40].[O-:44][C:45]([O-:46])=[O:47]>>[CH2:2]([CH3:3])[c:4]1[n:5][c:6]2[c:7]([n:8]1-[c:9]1[n:10][c:11]([N:25]3[CH2:26][CH2:27][O:28][CH2:29][CH2:30]3)[c:12]3[n:13][c:14]([CH:19]4[CH2:20][CH2:21][N:22]([CH2:36][C:37](=[O:38])[NH2:39])[CH2:23][CH2:24]4)[n:15]([CH3:18])[c:16]3[n:17]1)[cH:31][cH:32][cH:33][cH:34]2. Starting materials: C1(CCCC1)N(C(NC=1SC(=CN1)SCC(=O)O)=O)[C@@H]1CC[C@H](CC1)CC ({2-[3-Cyclopentyl-3-(trans-4-ethyl-cyclohexyl)-ureido]-thiazol-5-ylsulfanyl}-acetic acid), C1(CCCCC1)NC1CCC(CC1)C1=CC=CC=C1 (cyclohexyl-(4-phenyl-cyclohexyl)-amine), C(C)OC(CSC1=CN=C(S1)N)=O ((2-amino-thiazol-5-ylsulfanyl)-acetic acid ethyl ester). The product is C1(CCCCC1)N(C(NC=1SC(=CN1)SCC(=O)O)=O)[C@@H]1CC[C@H](CC1)C1=CC=CC=C1 ({2-[3-Cyclohexyl-3-(trans-4-phenyl-cyclohexyl)-ureido]-thiazol-5-ylsulfanyl}-acetic acid). RXN SMILES: C1(N([C@H]2CC[C@H](CC)CC2)[C:7](=[O:19])[NH:8][C:9]2[S:10][C:11]([S:14][CH2:15][C:16]([OH:18])=[O:17])=[CH:12][N:13]=2)CCCC1.[CH:28]1([NH:34][CH:35]2[CH2:40][CH2:39][CH:38]([C:41]3[CH:46]=[CH:45][CH:44]=[CH:43][CH:42]=3)[CH2:37][CH2:36]2)[CH2:33][CH2:32][CH2:31][CH2:30][CH2:29]1.C(OC(=O)CSC1SC(N)=NC=1)C>>[CH:28]1([N:34]([C@H:35]2[CH2:36][CH2:37][C@H:38]([C:41]3[CH:42]=[CH:43][CH:44]=[CH:45][CH:46]=3)[CH2:39][CH2:40]2)[C:7](=[O:19])[NH:8][C:9]2[S:10][C:11]([S:14][CH2:15][C:16]([OH:18])=[O:17])=[CH:12][N:13]=2)[CH2:29][CH2:30][CH2:31][CH2:32][CH2:33]1. Procedure: Prepared in a similar manner to {2-[3-cyclopentyl-3-(trans-4-ethyl-cyclohexyl)-ureido]-thiazol-5-ylsulfanyl}-acetic acid (Example 38) via cyclohexyl-(4-phenyl-cyclohexyl)-amine and (2-amino-thiazol-5-ylsulfanyl)-acetic acid ethyl ester to give the title compound. Starting materials: Cl.N1C(=NCCC1)NN (1,4,5,6-tetrahydropyrimidin-2-ylhydrazine hydrochloride), N1C(NCCC1)=S (1,4,5,6-tetrahydropyrimidin-2-thione), CCl (methyl chloride). The solvent is C(C)(C)O (isopropanol). Conditions: temperature 4 celsius. The product is Cl.CSC=1NCCCN1 (2-methylthio-1,4,5,6-tetrahydropyrimidine hydrochloride), NN (hydrazine). Reaction SMILES: [ClH:1].[NH:2]1[CH2:7][CH2:6][CH2:5][N:4]=[C:3]1[NH:8][NH2:9].N1CCCN[C:11]1=[S:16].CCl>C(O)(C)C>[ClH:1].[CH3:11][S:16][C:3]1[NH:2][CH2:7][CH2:6][CH2:5][N:4]=1.[NH2:8][NH2:9] |f:0.1,5.6|. Procedure details: The preparation of the starting material, 1,4,5,6-tetrahydropyrimidin-2-ylhydrazine hydrochloride, is carried out as follows: 1,4,5,6-tetrahydropyrimidin-2-thione and methyl chloride (excess) are added to isopropanol and the mixture heated in an autoclave at 170°-180° C. for hours. Cooling to 4° C. yields a precipitate of 2-methylthio-1,4,5,6-tetrahydropyrimidine hydrochloride, which upon treatment with hydrazine in boiling ethanol yields the desired intermediate melting at 191°-192° C. The reactants are Cc1ccc(I)c(Br)c1, C1CCOC1, O=C(CF)CF. The product is Cc1ccc(C(O)(CF)CF)c(Br)c1. As a reaction SMILES: [Br:1][c:2]1[c:3]([I:9])[cH:4][cH:5][c:6]([CH3:8])[cH:7]1.[CH2:16]1[O:17][CH2:18][CH2:19][CH2:20]1.[F:10][CH2:11][C:12]([CH2:13][F:14])=[O:15]>>[Br:1][c:2]1[c:3]([C:12]([CH2:11][F:10])([CH2:13][F:14])[OH:15])[cH:4][cH:5][c:6]([CH3:8])[cH:7]1. The reactants are O=C1NC(=O)c2ccccc21, CCOC(=O)Cc1ccc(OCCCCl)c(OC)c1, CN(C)C=O, [K]. Yields the product CCOC(=O)Cc1ccc(OCCCN2C(=O)c3ccccc3C2=O)c(OC)c1. Reaction SMILES: [C:20]1(=[O:30])[c:21]2[c:22]([cH:26][cH:27][cH:28][cH:29]2)[C:23](=[O:25])[NH:24]1.[CH2:1]([CH3:2])[O:3][C:4]([CH2:5][c:6]1[cH:7][c:8]([O:17][CH3:18])[c:9]([O:12][CH2:13][CH2:14][CH2:15][Cl:16])[cH:10][cH:11]1)=[O:19].[CH3:32][N:33]([CH3:34])[CH:35]=[O:36].[K:31]>>[CH2:1]([CH3:2])[O:3][C:4]([CH2:5][c:6]1[cH:7][c:8]([O:17][CH3:18])[c:9]([O:12][CH2:13][CH2:14][CH2:15][N:24]2[C:20](=[O:30])[c:21]3[c:22]([cH:26][cH:27][cH:28][cH:29]3)[C:23]2=[O:25])[cH:10][cH:11]1)=[O:19]. The reactants are ClC=1C=CC2=C(C(C(CS2)=CN(C)C)=O)C1 (6-chloro-2,3-dihydro-3-dimethylaminomethylene-4H-1-benzothiopyran-4-one), C(C)(C)(C)OC(=O)N(N)C (1-t-butoxycarbonyl-1-methylhydrazine), C(C)(=O)O (acetic acid). The solvent is CO (methanol), O1CCCC1 (tetrahydrofuran). The product is C(C)(C)(C)OC(=O)N(NC=C1CSC2=C(C1=O)C=C(C=C2)Cl)C (3-(2-t-butoxycarbonyl-2-methylhydrazinomethylene)-6-chloro-2,3-dihydro-4H-1-benzothiopyran-4-one). Isolated yield 129.2%. Reaction SMILES: [Cl:1][C:2]1[CH:3]=[CH:4][C:5]2[S:10][CH2:9][C:8](=[CH:11][N:12](C)C)[C:7](=[O:15])[C:6]=2[CH:16]=1.[C:17]([O:21][C:22]([N:24]([CH3:26])N)=[O:23])([CH3:20])([CH3:19])[CH3:18].C(O)(=O)C>CO.O1CCCC1>[C:17]([O:21][C:22]([N:24]([CH3:26])[NH:12][CH:11]=[C:8]1[C:7](=[O:15])[C:6]2[CH:16]=[C:2]([Cl:1])[CH:3]=[CH:4][C:5]=2[S:10][CH2:9]1)=[O:23])([CH3:20])([CH3:19])[CH3:18]. Procedure details: A solution of 6-chloro-2,3-dihydro-3-dimethylaminomethylene-4H-1-benzothiopyran-4-one (34.13 g), 1-t-butoxycarbonyl-1-methylhydrazine (59.14 g), and acetic acid (23.14 ml) in methanol (2 l) and tetrahydrofuran (1 l) was stirred at ambient temperature for 6 hours and then evaporated in vacuo. To the residue was added aqueous sodium bicarbonate and the mixture was extracted with ethyl acetate. The extract was washed with water, dried over magnesium sulfate, and evaporated in vacuo to give 3-(2-t-b... Reactants: C(CCCCCCCCCCCCCCC)(=O)OC(CC(=O)O)CCCCCCCCCCCCCCC (3-hexadecanoyloxyoctadecanoic acid), ( 5 ), NCCC(=O)N[C@@H]([C@H](O)C)C(=O)O (N-β-alanyl-L-threonine). The product is C(CCCCCCCCCCCCCCC)(=O)OC(CC(=O)NCCC(=O)N[C@@H]([C@H](O)C)C(=O)O)CCCCCCCCCCCCCCC (N-[N-(3-hexadecanoyloxyoctadecanoyl)-β-alanyl]-L-threonine). The yield is 48.0%. As a reaction SMILES: [C:1]([O:18][CH:19]([CH2:24][CH2:25][CH2:26][CH2:27][CH2:28][CH2:29][CH2:30][CH2:31][CH2:32][CH2:33][CH2:34][CH2:35][CH2:36][CH2:37][CH3:38])[CH2:20][C:21]([OH:23])=O)(=[O:17])[CH2:2][CH2:3][CH2:4][CH2:5][CH2:6][CH2:7][CH2:8][CH2:9][CH2:10][CH2:11][CH2:12][CH2:13][CH2:14][CH2:15][CH3:16].[NH2:39][CH2:40][CH2:41][C:42]([NH:44][C@H:45]([C:49]([OH:51])=[O:50])[C@@H:46]([CH3:48])[OH:47])=[O:43]>>[C:1]([O:18][CH:19]([CH2:24][CH2:25][CH2:26][CH2:27][CH2:28][CH2:29][CH2:30][CH2:31][CH2:32][CH2:33][CH2:34][CH2:35][CH2:36][CH2:37][CH3:38])[CH2:20][C:21]([NH:39][CH2:40][CH2:41][C:42]([NH:44][C@H:45]([C:49]([OH:51])=[O:50])[C@@H:46]([CH3:48])[OH:47])=[O:43])=[O:23])(=[O:17])[CH2:2][CH2:3][CH2:4][CH2:5][CH2:6][CH2:7][CH2:8][CH2:9][CH2:10][CH2:11][CH2:12][CH2:13][CH2:14][CH2:15][CH3:16]. Procedure: Starting from 3-hexadecanoyloxyoctadecanoic acid (150 mg) prepared by the method described in Preparation A-2 (5) and N-β-alanyl-L-threonine (110 mg), N-[N-(3-hexadecanoyloxyoctadecanoyl)-β-alanyl]-L-threonine (95 mg) was obtained as powder according to similar manner to that of Preparation B-1. Reagents/catalysts: [Pd] (palladium on charcoal). Procedure: On the other hand dimedone is a cheap and readily available starting material for a multi-step synthesis of green ketone. In U.S. Pat. No. 4,147,672 the reduction of dimedone in 52% yield in a two-step reaction sequence to the α,β-unsaturated mono-ketone via the monotosylhydrazone (G. A. Hiegel et al., J. Org. Chem. 38, 3637 (1973)) is described. The catalytic hydrogenation of the ketone in the presence of palladium on charcoal gave 3,3-dimethylcyclohexan-1-one (no yield given) and subsequent et... Product: ketone, CC1(CC(CCC1)=O)C (3,3-dimethylcyclohexan-1-one). Isolated yield 52.0%. Reaction SMILES: [CH3:1][C:2]1([CH3:10])[CH2:9][C:7](=O)[CH2:6][C:4](=[O:5])[CH2:3]1>[Pd]>[CH3:1][C:2]1([CH3:10])[CH2:9][CH2:7][CH2:6][C:4](=[O:5])[CH2:3]1. Starting materials: CC1(CC(=O)CC(=O)C1)C (dimedone), mono-ketone, monotosylhydrazone, CC1(CC(=O)CC(=O)C1)C (dimedone), ketone. Starting materials: COCCCC1=NC2=CC=CC=C2C(=C1)CO ([2-(3-methoxypropyl)quinoline-4-yl]methanol), CC(=O)OI1(C=2C=CC=CC2C(=O)O1)(OC(=O)C)OC(=O)C (Dess-Martin periodinane). The solvent is C(Cl)Cl (CH2Cl2). Conditions: time 3 hour. Yields the product COCCCC1=NC2=CC=CC=C2C(=C1)C=O (2-(3-Methoxypropyl)quinoline-4-carbaldehyde). Reaction SMILES: [CH3:1][O:2][CH2:3][CH2:4][CH2:5][C:6]1[CH:15]=[C:14]([CH2:16][OH:17])[C:13]2[C:8](=[CH:9][CH:10]=[CH:11][CH:12]=2)[N:7]=1.CC(OI1(OC(C)=O)(OC(C)=O)OC(=O)C2C=CC=CC1=2)=O>C(Cl)Cl>[CH3:1][O:2][CH2:3][CH2:4][CH2:5][C:6]1[CH:15]=[C:14]([CH:16]=[O:17])[C:13]2[C:8](=[CH:9][CH:10]=[CH:11][CH:12]=2)[N:7]=1. Procedure: To a solution of [2-(3-methoxypropyl)quinoline-4-yl]methanol from the previous step (1 eq.) in CH2Cl2 (0.05 M) was added Dess-Martin periodinane (1.1 eq.) portionwise. The resulting suspension was stirred at RT for 3 h. The reaction was quenched with MeOH and H2O. The organic layer was separated and the aqueous layer was back-extracted with EtOAc. The combined organic extracts were washed sat. aq. NaHCO3 and brine, dried over Na2SO4 and filtered. Concentration of the filtrate in vacuo afforded t... Reactants: C(C)(C)(C)N (t-butylamine), Cl (HCl), BrCCC(=O)Cl (3-bromopropionic acid chloride), Cl.C(C)(C)(C)N (t-butylamine hydrochloride), C(C)(C)N(C(C)C)CC (N,N-diisopropylethylamine), C(C)(C)N(C(C)C)CC (N,N-diisopropylethylamine). Run in C(Cl)Cl (CH2Cl2), CCOCC (Et2O). Run at time 2.75 hour. The product is C(C)(C)(C)NC(CCBr)=O (N-tert-butyl 3-bromopropanamide). Reaction SMILES: Cl.[C:2]([NH2:6])([CH3:5])([CH3:4])[CH3:3].C(N)(C)(C)C.Cl.[Br:13][CH2:14][CH2:15][C:16](Cl)=[O:17].C(N(CC)C(C)C)(C)C>C(Cl)Cl.CCOCC>[C:2]([NH:6][C:16](=[O:17])[CH2:15][CH2:14][Br:13])([CH3:5])([CH3:4])[CH3:3] |f:0.1|. Procedure details: To a suspension of t-butylamine hydrochloride (prepared by treatment of an Et2O solution of t-butylamine (2.7 mL, 1.9 g, 0.026 mol) with HCl) in a solution of 3-bromopropionic acid chloride (4.47 g, 0.0261 mol) with CH2Cl2 (145 mL) was added N,N-diisopropylethylamine (9.1 mL, 6.8 g, 0.052 mol) over 10-15 minutes at room temperature. The solution was stirred at room temperature for 2.5-3 hours. A few mL's of N,N-diisopropylethylamine were added until the solution became homogeneous. The solution ...